From a dataset of the Open Reaction Database (ORD), a public repository of structured organic reaction records. describe an organic reaction: reactants, conditions, products, and yield Reported procedure: DIBAL (1N solution in THF, 4 mL) is added to a stirred solution of 6-chloro-4-methoxy-pyridazine-3-carboxylic acid methyl ester (182 mg, 0.9 mmol) in CH2Cl2 (10 mL) cooled to 0° C. The solution is stirred at 0° C. for 3 hours. Excess (Na2SO4).10H2O is then added and the mixture is stirred at room temperature for 45 minutes. The solid is washed with EtOAc, filtered, and the filtrate evaporated in vacuo. The resulting alcohol is used without further purification in the next step. Starting materials: CC(C)C[AlH]CC(C)C (DIBAL), COC(=O)C=1N=NC(=CC1OC)Cl (6-chloro-4-methoxy-pyridazine-3-carboxylic acid methyl ester), [O-]S(=O)(=O)[O-].[Na+].[Na+] (Na2SO4). The product is ClC1=CC(=C(N=N1)CO)OC ((6-chloro-4-methoxy-pyridazin-3-yl)-methanol). Solvent: C(Cl)Cl (CH2Cl2). Reaction SMILES: CC(C[AlH]CC(C)C)C.C[O:11][C:12]([C:14]1[N:15]=[N:16][C:17]([Cl:22])=[CH:18][C:19]=1[O:20][CH3:21])=O.[O-]S([O-])(=O)=O.[Na+].[Na+]>C(Cl)Cl>[Cl:22][C:17]1[N:16]=[N:15][C:14]([CH2:12][OH:11])=[C:19]([O:20][CH3:21])[CH:18]=1 |f:2.3.4|. Reaction conditions: temperature 0 celsius, time 3 hour.